From a dataset of the Open Reaction Database (ORD), a public repository of structured organic reaction records. describe an organic reaction: reactants, conditions, products, and yield Reactants: ClCCl, CN(C)C1(Cc2ccccc2)CCC(=O)CC1, COc1ccc2[nH]cc(C)c2c1, [Na+], [OH-], O=S(=O)(O)C(F)(F)F. The product is COc1ccc2[nH]c(C3=CCC(Cc4ccccc4)(N(C)C)CC3)c(C)c2c1. RXN SMILES: [CH2:40]([Cl:41])[Cl:42].[CH3:13][N:14]([C:15]1([CH2:22][c:23]2[cH:24][cH:25][cH:26][cH:27][cH:28]2)[CH2:16][CH2:17][C:18](=[O:21])[CH2:19][CH2:20]1)[CH3:29].[CH3:1][O:2][c:3]1[cH:4][c:5]2[c:6]([CH3:12])[cH:7][nH:8][c:9]2[cH:10][cH:11]1.[Na+:39].[OH-:38].[OH:30][S:31]([C:32]([F:33])([F:34])[F:35])(=[O:36])=[O:37]>>[CH3:1][O:2][c:3]1[cH:4][c:5]2[c:6]([CH3:12])[c:7]([C:18]3=[CH:17][CH2:16][C:15]([N:14]([CH3:13])[CH3:29])([CH2:22][c:23]4[cH:24][cH:25][cH:26][cH:27][cH:28]4)[CH2:20][CH2:19]3)[nH:8][c:9]2[cH:10][cH:11]1. Reactants: CC(C)(C)OC(=O)N1CCC(O)CC1, CC(=O)[O-], CC(=O)[O-], CC(Cl)Cl, CCOC(=O)C=[N+]=[N-], [Rh+2]. Product: CCOC(=O)COC1CCN(C(=O)OC(C)(C)C)CC1. As a reaction SMILES: [C:1]([CH3:2])([CH3:3])([CH3:4])[O:5][C:6](=[O:7])[N:8]1[CH2:9][CH2:10][CH:11]([OH:14])[CH2:12][CH2:13]1.[C:27]([O-:28])(=[O:29])[CH3:30].[C:32]([O-:33])(=[O:34])[CH3:35].[Cl:23][CH:24]([Cl:25])[CH3:26].[N+:15](=[N-:16])=[CH:17][C:18](=[O:19])[O:20][CH2:21][CH3:22].[Rh+2:31]>>[C:1]([CH3:2])([CH3:3])([CH3:4])[O:5][C:6](=[O:7])[N:8]1[CH2:9][CH2:10][CH:11]([O:14][CH2:17][C:18](=[O:19])[O:20][CH2:21][CH3:22])[CH2:12][CH2:13]1. Reactants: Compound 76, C(C)C(CC)NO (N-(1-ethylpropyl)hydroxylamine), C1(=CC=C(C=C1)C(=O)O)C1=CC=CC=C1 (4-biphenylcarboxylic acid), [N-]=C=O (isocyanate). The product is ON(C(=O)NC1=CC=C(C=C1)C1=CC=CC=C1)C(CC)CC (1-Hydroxy-1-(1-ethylpropyl)-3-(biphenyl-4-yl)urea). RXN SMILES: [C:1]1([C:10]2[CH:15]=[CH:14][CH:13]=[CH:12][CH:11]=2)[CH:6]=[CH:5][C:4](C(O)=O)=[CH:3][CH:2]=1.[N-:16]=[C:17]=[O:18].[CH2:19]([CH:21]([NH:24][OH:25])[CH2:22][CH3:23])[CH3:20]>>[OH:25][N:24]([CH:21]([CH2:22][CH3:23])[CH2:19][CH3:20])[C:17]([NH:16][C:4]1[CH:3]=[CH:2][C:1]([C:10]2[CH:11]=[CH:12][CH:13]=[CH:14][CH:15]=2)=[CH:6][CH:5]=1)=[O:18]. Procedure details: Using the general method of Compound 76, 4-biphenylcarboxylic acid (1.3 g, 6.5 mmole) was converted to the isocyanate then reacted with N-(1-ethylpropyl)hydroxylamine (1.0 g, 10 mmole) to provide 0.54 g of the desired product as a white crystalline solid, m.p. 183°-184° C. Analysis: Calculated for C18H22N2O2 : %C, 72.46; %H, 7.43; %N, 9.39; Found: %C, 72.38; %H, 7.15; %N, 9.26. Starting materials: C(C1=CC=CC=C1)OCCC(C[C@@H](C(C#CC(=O)OCC)O)NC(=O)OC(C)(C)C)(C)C (ethyl 9-benzyloxy-5(S)-tert-butoxycarbonylamino-4(R,S)-hydroxy-7,7-dimethyl-non-2-inoate), Pt. The reagents and catalysts are catalyst, [Pt] (platinum-on-charcoal). Solvent: O1CCCC1 (tetrahydrofuran). Product: C(C1=CC=CC=C1)OCCC(C[C@@H](C(CCC(=O)OCC)O)NC(=O)OC(C)(C)C)(C)C (Ethyl 9-benzyloxy-5(S)-tert-butoxycarbonylamino-4(R,S)-hydroxy-7,7-dimethyl-nonanoate). As a reaction SMILES: [CH2:1]([O:8][CH2:9][CH2:10][C:11]([CH3:32])([CH3:31])[CH2:12][C@H:13]([NH:23][C:24]([O:26][C:27]([CH3:30])([CH3:29])[CH3:28])=[O:25])[CH:14]([OH:22])[C:15]#[C:16][C:17]([O:19][CH2:20][CH3:21])=[O:18])[C:2]1[CH:7]=[CH:6][CH:5]=[CH:4][CH:3]=1>O1CCCC1.[Pt]>[CH2:1]([O:8][CH2:9][CH2:10][C:11]([CH3:31])([CH3:32])[CH2:12][C@H:13]([NH:23][C:24]([O:26][C:27]([CH3:30])([CH3:29])[CH3:28])=[O:25])[CH:14]([OH:22])[CH2:15][CH2:16][C:17]([O:19][CH2:20][CH3:21])=[O:18])[C:2]1[CH:3]=[CH:4][CH:5]=[CH:6][CH:7]=1. Procedure details: A solution of 5.85 g of ethyl 9-benzyloxy-5(S)-tert-butoxycarbonylamino-4(R,S)-hydroxy-7,7-dimethyl-non-2-inoate in 100 ml of tetrahydrofuran is hydrogenated in the presence of 1.2 g of platinum-on-charcoal (5% of Pt; a further 1.2 g of catalyst are added after 24 h) at room temperature under normal pressure for 33 h. Filtration of the reaction mixture over Hyflo® and concentration of the filtrate gives the crude title compound as a yellow oil: Rf (B)=0.32; FAB-MS: (M+H)+ =452. Reactants: C(\C=C\C)=O (crotonaldehyde), C(CCC)[Li] (butyllithium), O (water). The solvent is C1(=CC=CC=C1)C (toluene). Conditions: temperature 0 celsius, time 2 hour. Product: CC=CC(CCCC)O (oct-2-en-4-ol). Isolated yield 79.8%. Reaction SMILES: [CH:1](=[O:5])/[CH:2]=[CH:3]/[CH3:4].[CH2:6]([Li])[CH2:7][CH2:8][CH3:9].O>C1(C)C=CC=CC=1>[CH3:4][CH:3]=[CH:2][CH:1]([OH:5])[CH2:6][CH2:7][CH2:8][CH3:9]. Procedure details: 31.5 g of crotonaldehyde are added dropwise, at -20° C. in the course of 75 minutes, to 32 g of butyllithium, dissolved in 145.8 g of toluene. After the reaction has proceeded for two hours, the temperature increasing slowly to 0° C., 250 ml of water are carefully added dropwise. The aqueous phase is separated off and washed once with 100 ml of toluene. The combined organic phases are washed neutral with water, dried over sodium sulphate and distilled. 46 g of oct-2-en-4-ol of boiling point 68°-... Starting materials: BrC1=CC=C(C=C1)C(C(=O)OC)C(C)C (Methyl 2-(4-bromophenyl)-3-methylbutanoate), C(C)OP(=O)(OCC)C1=CC=C(C=C1)C(C(=O)OC)C (Methyl 2-(4-(diethoxyphosphoryl)phenyl)propanoate). The product is C(C)OP(=O)(OCC)C1=CC=C(C=C1)C(C(=O)OC)C(C)C (Methyl 2-(4-(diethoxyphosphoryl)phenyl)-3-methylbutanoate). As a reaction SMILES: Br[C:2]1[CH:7]=[CH:6][C:5]([CH:8]([CH:13]([CH3:15])[CH3:14])[C:9]([O:11][CH3:12])=[O:10])=[CH:4][CH:3]=1.[CH2:16]([O:18][P:19](C1C=CC(C(C)C(OC)=O)=CC=1)([O:21][CH2:22][CH3:23])=[O:20])[CH3:17]>>[CH2:16]([O:18][P:19]([C:2]1[CH:7]=[CH:6][C:5]([CH:8]([CH:13]([CH3:15])[CH3:14])[C:9]([O:11][CH3:12])=[O:10])=[CH:4][CH:3]=1)([O:21][CH2:22][CH3:23])=[O:20])[CH3:17]. Procedure details: Compound 13-c was prepared from 13-b in a similar manner as the synthesis of 7-f. 1H NMR (300 MHz, CDCl3) δ0.69 (d, J=6.6 Hz, 3H), 1.04 (d, J=6.6 Hz, 3H), 1.20-1.39 (m, 6H), 2.31-2.39 (m, 1H), 3.17-3.23 (m, 1H), 4.04-4.20 (m, 4H), 7.42-7.45 (m, 2H), 7.71-7.78 (m, 2H). LC-MS: (M+H)+ 329. The reactants are O=C([O-])[O-], CCOC(C)=O, Cl, COc1ccc(F)cc1C1CC(=O)c2c(C)ccnc2C1, [K+], [K+], O. Product: Cc1ccnc2c1C(=O)CC(c1cc(F)ccc1O)C2. RXN SMILES: [C:24](=[O:25])([O-:26])[O-:27].[CH3:30][CH2:31][O:32][C:33](=[O:34])[CH3:35].[ClH:1].[F:2][c:3]1[cH:4][cH:5][c:6]([O:21][CH3:22])[c:7]([CH:9]2[CH2:10][C:11](=[O:20])[c:12]3[c:13]([CH3:19])[cH:14][cH:15][n:16][c:17]3[CH2:18]2)[cH:8]1.[K+:28].[K+:29].[OH2:23]>>[F:2][c:3]1[cH:4][cH:5][c:6]([OH:21])[c:7]([CH:9]2[CH2:10][C:11](=[O:20])[c:12]3[c:13]([CH3:19])[cH:14][cH:15][n:16][c:17]3[CH2:18]2)[cH:8]1. Reactants: ClCCl, Fc1ccccc1C1=NCc2cncnc2-c2ccc(Cl)cc21, O=C(OO)c1cccc(Cl)c1. The product is [O-][N+]1=C(c2ccccc2F)c2cc(Cl)ccc2-c2ncncc2C1. Reaction SMILES: [CH2:35]([Cl:36])[Cl:37].[Cl:1][c:2]1[cH:3][c:4]2[c:5]([cH:22][cH:23]1)-[c:6]1[c:7]([cH:18][n:19][cH:20][n:21]1)[CH2:8][N:9]=[C:10]2[c:11]1[c:12]([F:17])[cH:13][cH:14][cH:15][cH:16]1.[Cl:24][c:25]1[cH:26][cH:27][cH:28][c:29]([C:30]([O:31][OH:33])=[O:32])[cH:34]1>>[Cl:1][c:2]1[cH:3][c:4]2[c:5]([cH:22][cH:23]1)-[c:6]1[c:7]([cH:18][n:19][cH:20][n:21]1)[CH2:8][N+:9]([O-:32])=[C:10]2[c:11]1[c:12]([F:17])[cH:13][cH:14][cH:15][cH:16]1.